This data is from the Open Reaction Database (ORD), a public repository of structured organic reaction records. The task is: describe an organic reaction: reactants, conditions, products, and yield Starting materials: CNC(=NC#N)S(=O)(=O)O, Cc1[nH]cnc1CSCCN, CCO. Product: CNC(=NC#N)NCCSCc1nc[nH]c1C. RXN SMILES: [C:1](#[N:2])[N:3]=[C:4]([S:5]([OH:6])(=[O:7])=[O:8])[NH:9][CH3:10].[CH3:11][c:12]1[c:13]([CH2:17][S:18][CH2:19][CH2:20][NH2:21])[n:14][cH:15][nH:16]1.[CH3:22][CH2:23][OH:24]>>[C:1](#[N:2])[N:3]=[C:4]([NH:9][CH3:10])[NH:21][CH2:20][CH2:19][S:18][CH2:17][c:13]1[c:12]([CH3:11])[nH:16][cH:15][n:14]1. Reactants: C(C)N(C=1C(=C(C=NC1)C(=O)OC)C)C1CCOCC1 (methyl 5-[ethyl(oxan-4-yl)amino]-4-methylpyridine-3-carboxylate), [OH-].[Na+] (NaOH), Cl (HCl). The solvent is C1CCOC1 (THF), CO (MeOH). Conditions: time 4.5 hour. The product is C(C)N(C=1C(=C(C=NC1)C(=O)O)C)C1CCOCC1 (5-[ethyl(oxan-4-yl)amino]-4-methylpyridine-3-carboxylic acid). The yield is 77.4%. As a reaction SMILES: [CH2:1]([N:3]([CH:15]1[CH2:20][CH2:19][O:18][CH2:17][CH2:16]1)[C:4]1[C:5]([CH3:14])=[C:6]([C:10]([O:12]C)=[O:11])[CH:7]=[N:8][CH:9]=1)[CH3:2].[OH-].[Na+].Cl>C1COCC1.CO>[CH2:1]([N:3]([CH:15]1[CH2:16][CH2:17][O:18][CH2:19][CH2:20]1)[C:4]1[C:5]([CH3:14])=[C:6]([C:10]([OH:12])=[O:11])[CH:7]=[N:8][CH:9]=1)[CH3:2] |f:1.2|. Procedure: To a stirred solution of methyl 5-[ethyl(oxan-4-yl)amino]-4-methylpyridine-3-carboxylate (415 mg, 1.49 mmol) in THF (7 ml) and MeOH (3 ml) was added 4M NaOH solution (932 μl, 3.73 mmol). The reaction was stirred at room temperature for 4.5 h after which the solution was neutralised via the addition of 1M HCl and the solvent was removed under reduced pressure, followed by the addition of saturated brine (10 ml). The aqueous phase was extracted with 1:1 IPA:CHCl3 (3×50 ml), the combined organics w...